From a dataset of the Open Reaction Database (ORD), a public repository of structured organic reaction records. describe an organic reaction: reactants, conditions, products, and yield The reactants are COC(=O)C1=C(C2=C(N=CN=C2Cl)S1)C (4-Chloro-5-methyl-thieno[2,3-d]pyrimidine-6-carboxylic acid methyl ester), O1C[C@@H](CCC1)OC1=NC=CC=C1N (2-[(R)-(Tetrahydro-pyran-3-yl)oxy]-pyridin-3-ylamine). Yields the product COC(=O)C1=C(C2=C(N=CN=C2NC=2C(=NC=CC2)O[C@H]2COCCC2)S1)C (5-Methyl-4-{2-[(R)-(tetrahydro-pyran-3-yl)oxy]-Pyridin-3-ylamino}-thieno[2,3-d]pyrimidine-6-carboxylic acid methyl ester). Reaction SMILES: [CH3:1][O:2][C:3]([C:5]1[S:14][C:8]2[N:9]=[CH:10][N:11]=[C:12](Cl)[C:7]=2[C:6]=1[CH3:15])=[O:4].[O:16]1[CH2:21][CH2:20][CH2:19][C@@H:18]([O:22][C:23]2[C:28]([NH2:29])=[CH:27][CH:26]=[CH:25][N:24]=2)[CH2:17]1>>[CH3:1][O:2][C:3]([C:5]1[S:14][C:8]2[N:9]=[CH:10][N:11]=[C:12]([NH:29][C:28]3[C:23]([O:22][C@@H:18]4[CH2:19][CH2:20][CH2:21][O:16][CH2:17]4)=[N:24][CH:25]=[CH:26][CH:27]=3)[C:7]=2[C:6]=1[CH3:15])=[O:4]. Procedure details: Prepared analogously to example 1.1 from 4-Chloro-5-methyl-thieno[2,3-d]pyrimidine-6-carboxylic acid methyl ester and 2-[(R)-(Tetrahydro-pyran-3-yl)oxy]-pyridin-3-ylamine